From a dataset of the Open Reaction Database (ORD), a public repository of structured organic reaction records. describe an organic reaction: reactants, conditions, products, and yield Reactants: M-indole, C1=CC=CC2=NC=C3C=CC=CC3=C12 (phenanthridine), FC1=C(C(=O)Cl)C=CC(=C1)F (2,4-difluorobenzoyl chloride), N1C=CC2=CC=CC=C12 (indole). Product: FC1=C(C=CC(=C1)F)C(=O)N1C=2C=CC=CC2C2=CC=CC=C2C1C1=CNC2=CC=CC=C12 ((2,4-Difluoro-phenyl)-[6-(1H-indol-3-yl)-6H-phenanthridin-5-yl]-methanone). RXN SMILES: [CH:1]1[C:14]2[C:5](=[N:6][CH:7]=[C:8]3[C:13]=2[CH:12]=[CH:11][CH:10]=[CH:9]3)[CH:4]=[CH:3][CH:2]=1.[F:15][C:16]1[CH:24]=[C:23]([F:25])[CH:22]=[CH:21][C:17]=1[C:18](Cl)=[O:19].[NH:26]1[C:34]2[C:29](=[CH:30][CH:31]=[CH:32][CH:33]=2)[CH:28]=[CH:27]1>>[F:15][C:16]1[CH:24]=[C:23]([F:25])[CH:22]=[CH:21][C:17]=1[C:18]([N:6]1[CH:7]([C:28]2[C:29]3[C:34](=[CH:33][CH:32]=[CH:31][CH:30]=3)[NH:26][CH:27]=2)[C:8]2[C:13](=[CH:12][CH:11]=[CH:10][CH:9]=2)[C:14]2[CH:1]=[CH:2][CH:3]=[CH:4][C:5]1=2)=[O:19]. Procedure: (2,4-Difluoro-phenyl)-[6-(1H-indol-3-yl)-6H-phenanthridin-5-yl]-methanone was prepared from phenanthridine, 2,4-difluorobenzoyl chloride, and indole according to GP 2. Yield, 25%. 1H-NMR (DMSO-d6): δ=6.18 (d, br., J=1.4 Hz, 1H), 6.34 (d, br., J≈5 Hz, 1H), 6.82 (t, J≈7 Hz, 1H), 6.99-7.18 (m, 5H), 7.23-7.28 (m, 1H), 7.32 (s, br., 1H), 7.39-7.59 (m, 4H), 7.85 (s, br., 1H), 7.94 (dd, J=7.9 Hz, J=1.2 Hz, 1H), 8.07 (d, J=7.6 Hz, 1H), 10.71 (s, 1H); (+)-ESI-MS: m/z=437 [M+H]+, 320 [M-indole+H]+. Starting materials: CCOC(=O)c1cnc2ccc(OCC)nc2c1O, N, O=P(Cl)(Cl)Cl. Yields the product CCOC(=O)c1cnc2ccc(OCC)nc2c1Cl. Reaction SMILES: [CH2:1]([CH3:2])[O:3][c:4]1[n:5][c:6]2[c:7]([OH:19])[c:8]([C:14](=[O:15])[O:16][CH2:17][CH3:18])[cH:9][n:10][c:11]2[cH:12][cH:13]1.[NH3:25].[P:20]([Cl:21])([Cl:22])([Cl:23])=[O:24]>>[CH2:1]([CH3:2])[O:3][c:4]1[n:5][c:6]2[c:7]([Cl:22])[c:8]([C:14](=[O:15])[O:16][CH2:17][CH3:18])[cH:9][n:10][c:11]2[cH:12][cH:13]1.